Dataset: the Open Reaction Database (ORD), a public repository of structured organic reaction records. Task: describe an organic reaction: reactants, conditions, products, and yield Starting materials: ClC=1C=C(C=C(C1C[C@H]1C(N(CC1)C1CCOCC1)=O)Cl)C1=CC=C(C=C1)C(=O)O (3′,5′-dichloro-4′-[(R)-2-oxo-1-(tetrahydro-pyran-4-yl)-pyrrolidin-3-ylmethyl]-biphenyl-4-carboxylic acid), Cl.FC(C1CCNCC1)(F)F (4-(trifluoromethyl)piperidine hydrochloride), ON1N=NC2=C1C=CC=C2 (1-hydroxybenzotriazole), CN1CCOCC1 (4-methylmorpholine), CCN=C=NCCCN(C)C.Cl (N-(3-dimethylaminopropyl)-N-ethylcarbodiimide hydrochloride). Solvent: ClCCl (dichloromethane). Reaction conditions: time 6 hour. Product: ClC=1C=C(C=C(C1C[C@H]1C(N(CC1)C1CCOCC1)=O)Cl)C1=CC=C(C=C1)C(=O)N1CCC(CC1)C(F)(F)F ((R)-3-[3,5-dichloro-4′-(4-trifluoromethyl-piperidine-1-carbonyl)-biphenyl-4-ylmethyl]-1-(tetrahydro-pyran-4-yl)-pyrrolidin-2-one). Isolated yield 70.4%. As a reaction SMILES: [Cl:1][C:2]1[CH:3]=[C:4]([C:22]2[CH:27]=[CH:26][C:25]([C:28]([OH:30])=O)=[CH:24][CH:23]=2)[CH:5]=[C:6]([Cl:21])[C:7]=1[CH2:8][C@@H:9]1[CH2:13][CH2:12][N:11]([CH:14]2[CH2:19][CH2:18][O:17][CH2:16][CH2:15]2)[C:10]1=[O:20].Cl.[F:32][C:33]([F:41])([F:40])[CH:34]1[CH2:39][CH2:38][NH:37][CH2:36][CH2:35]1.ON1C2C=CC=CC=2N=N1.CN1CCOCC1.CCN=C=NCCCN(C)C.Cl>ClCCl>[Cl:21][C:6]1[CH:5]=[C:4]([C:22]2[CH:27]=[CH:26][C:25]([C:28]([N:37]3[CH2:38][CH2:39][CH:34]([C:33]([F:41])([F:40])[F:32])[CH2:35][CH2:36]3)=[O:30])=[CH:24][CH:23]=2)[CH:3]=[C:2]([Cl:1])[C:7]=1[CH2:8][C@@H:9]1[CH2:13][CH2:12][N:11]([CH:14]2[CH2:15][CH2:16][O:17][CH2:18][CH2:19]2)[C:10]1=[O:20] |f:1.2,5.6|. Procedure details: Treat a solution of 3′,5′-dichloro-4′-[(R)-2-oxo-1-(tetrahydro-pyran-4-yl)-pyrrolidin-3-ylmethyl]-biphenyl-4-carboxylic acid (0.25 g, 0.56 mmol), 4-(trifluoromethyl)piperidine hydrochloride (0.13 g, 0.67 mmol), 1-hydroxybenzotriazole (0.23 g, 0.67 mmol), and 4-methylmorpholine (0.18 mL, 1.67 mmol) in dichloromethane (10 mL) with N-(3-dimethylaminopropyl)-N-ethylcarbodiimide hydrochloride (0.13 g, 0.67 mmol) and stir at room temperature for 6 hr. Quench the reaction with 1N hydrochloric acid and ... The reactants are ice, [H-].[Na+] (NaH), C(C=C)OC(=O)NC1(CC1)C1=CC=C(C(=O)O)C=C1 (4-(1-allyloxycarbonylaminocyclopropyl)benzoic acid), CN(C)C(=[N+](C)C)ON1C2=C(C=CC=C2)N=N1.[B-](F)(F)(F)F (TBTU), O1C(CC2=CC=CC=C12)=O (coumaranone), suspension. Run in O (water), CN(C)C=O (DMF), C(C)N(CC)CC (triethylamine), C(C)(=O)O (acetic acid). Conditions: time 15 minute. Product: C(C=C)OC(NC1(CC1)C1=CC=C(C=C1)C(=C1C(OC2=C1C=CC=C2)=O)O)=O (allyl(1-{4-[hydroxy-(2-oxobenzofuran-3-ylidene)methyl]phenyl}cyclopropyl)-carbamate). RXN SMILES: [CH2:1]([O:4][C:5]([NH:7][C:8]1([C:11]2[CH:19]=[CH:18][C:14]([C:15]([OH:17])=O)=[CH:13][CH:12]=2)[CH2:10][CH2:9]1)=[O:6])[CH:2]=[CH2:3].CN(C(ON1N=NC2C=CC=CC1=2)=[N+](C)C)C.[B-](F)(F)(F)F.[O:42]1[C:50]2[C:45](=[CH:46][CH:47]=[CH:48][CH:49]=2)[CH2:44][C:43]1=[O:51].[H-].[Na+]>CN(C=O)C.O.C(O)(=O)C.C(N(CC)CC)C>[CH2:1]([O:4][C:5](=[O:6])[NH:7][C:8]1([C:11]2[CH:12]=[CH:13][C:14]([C:15]([OH:17])=[C:44]3[C:45]4[CH:46]=[CH:47][CH:48]=[CH:49][C:50]=4[O:42][C:43]3=[O:51])=[CH:18][CH:19]=2)[CH2:9][CH2:10]1)[CH:2]=[CH2:3] |f:1.2,4.5|. Procedure: 0.8 g of 4-(1-allyloxycarbonylaminocyclopropyl)benzoic acid and 0.585 mL of triethylamine were dissolved in 10 mL of anhydrous DMF and combined with 1.16 g of TBTU, stirred for 15 minutes at RT, then combined with 0.4 g of coumaranone and stirred for a further 10 minutes. While cooling with the ice bath, 0.42 g of NaH was added batchwise as a 60% suspension in white oil, the mixture was stirred for 2 hours at RT and, once the reaction had ended, the mixture was diluted with water to a total volu...